From a dataset of the Open Reaction Database (ORD), a public repository of structured organic reaction records. describe an organic reaction: reactants, conditions, products, and yield The reactants are ClC1=CC=C2C(=C(NC2=C1)C(=O)C=1N=CC=2CCCCC2C1)CC(=O)OC (methyl [6-chloro-2-[(5,6,7,8-tetrahydroisoquinolin-3-yl)carbonyl]-1H-indol-3-yl]acetate), C1CCOC1 (THF), [OH-].[Na+] (NaOH). Solvent: CO (MeOH). Yields the product ClC1=CC=C2C(=C(NC2=C1)C(=O)C=1N=CC=2CCCCC2C1)CC(=O)O ([6—chloro-2-[(5,6,7,8-tetrahydroisoquinolin-3-yl)carbonyl]-1H-indol-3-yl]acetic acid). Isolated yield 60.7%. Reaction SMILES: [Cl:1][C:2]1[CH:10]=[C:9]2[C:5]([C:6]([CH2:23][C:24]([O:26]C)=[O:25])=[C:7]([C:11]([C:13]3[N:14]=[CH:15][C:16]4[CH2:17][CH2:18][CH2:19][CH2:20][C:21]=4[CH:22]=3)=[O:12])[NH:8]2)=[CH:4][CH:3]=1.C1COCC1.[OH-].[Na+]>CO>[Cl:1][C:2]1[CH:10]=[C:9]2[C:5]([C:6]([CH2:23][C:24]([OH:26])=[O:25])=[C:7]([C:11]([C:13]3[N:14]=[CH:15][C:16]4[CH2:17][CH2:18][CH2:19][CH2:20][C:21]=4[CH:22]=3)=[O:12])[NH:8]2)=[CH:4][CH:3]=1 |f:2.3|. Procedure: To a mixture of methyl [6-chloro-2-[(5,6,7,8-tetrahydroisoquinolin-3-yl)carbonyl]-1H-indol-3-yl]acetate (Example 1) in MeOH (20 ml)-THF (20 ml) was added 2N aqueous NaOH (0.6 ml, 1.2 mmol) at room temperature and the resulting mixture was heated at reflux temperature for 8 h. The mixture was cooled and concentrated. The residue was dissolved in water (20 ml) and washed with diethyl ether (20 ml×3). The aqueous layer was acidified with 2N aqueous HCl and extracted with ethyl acetate (40 ml×3). Th... Starting materials: S(=O)(=O)(C)Cl (mesyl chloride), Cl.COC([C@@H](N)CC(C)C)=O (leucine methyl ester hydrochloride), CN(C)C1=NC=CC=C1 (dimethylaminopyridine), O=N[C@@H](C(C)C)C(=O)O (ketovaline). The solvent is C(C)N(CC)CC (triethylamine), O1CCCC1 (tetrahydrofuran), ClCCl (dichloromethane), O1CCCC1 (tetrahydrofuran). Conditions: temperature -20 celsius. Yields the product COC([C@@H](NC([C@@H](N=O)C(C)C)=O)CC(C)C)=O (Ketovalylleucine methyl ester). As a reaction SMILES: CN(C1C=CC=CN=1)C.[O:10]=[N:11][C@H:12]([C:16]([OH:18])=O)[CH:13]([CH3:15])[CH3:14].S(Cl)(C)(=O)=O.Cl.[CH3:25][O:26][C:27](=[O:34])[C@H:28]([CH2:30][CH:31]([CH3:33])[CH3:32])[NH2:29]>O1CCCC1.ClCCl.C(N(CC)CC)C>[CH3:25][O:26][C:27](=[O:34])[C@H:28]([CH2:30][CH:31]([CH3:33])[CH3:32])[NH:29][C:16](=[O:18])[C@H:12]([CH:13]([CH3:15])[CH3:14])[N:11]=[O:10] |f:3.4|. Procedure: 15.1 g of dimethylaminopyridine were added to a solution of 13.0 g of the ketovaline obtained in step a) in 100 ml of tetrahydrofuran. While stirring, 22.7 g of triethylamine were added dropwise, and the reaction mixture was cooled to -20° C. Subsequently a solution of 14.1 g of mesyl chloride in 50 ml of tetrahydrofuran was added dropwise, and the mixture was stirred for a further 20 minutes. Then a solution of 20.4 g of leucine methyl ester hydrochloride in 150 ml of dichloromethane was added ... The reactants are CC(C)(C)OC(=O)N1CC(F)(F)CC1C(=O)O, C1CCOC1. The product is CC(C)(C)OC(=O)N1CC(F)(F)CC1CO. RXN SMILES: [C:1]([CH3:2])([CH3:3])([CH3:4])[O:5][C:6](=[O:7])[N:8]1[CH:9]([C:10](=[O:11])[OH:12])[CH2:13][C:14]([F:16])([F:17])[CH2:15]1.[CH2:18]1[O:19][CH2:20][CH2:21][CH2:22]1>>[C:1]([CH3:2])([CH3:3])([CH3:4])[O:5][C:6](=[O:7])[N:8]1[CH:9]([CH2:10][OH:11])[CH2:13][C:14]([F:16])([F:17])[CH2:15]1. The reactants are CCOC(=O)c1ccc(N2CCN(CC)CC2)s1, C[Al](C)C, Cc1ccccc1, COc1cc(COc2cc(N)[nH]n2)cc(OC)c1, Cl. Yields the product CCN1CCN(c2ccc(C(=O)Nc3cc(OCc4cc(OC)cc(OC)c4)n[nH]3)s2)CC1. RXN SMILES: [CH2:24]([CH3:25])[N:26]1[CH2:27][CH2:28][N:29]([c:32]2[cH:33][cH:34][c:35]([C:37](=[O:38])[O:39][CH2:40][CH3:41])[s:36]2)[CH2:30][CH2:31]1.[CH3:1][Al:2]([CH3:3])[CH3:4].[CH3:42][c:43]1[cH:44][cH:45][cH:46][cH:47][cH:48]1.[CH3:5][O:6][c:7]1[cH:8][c:9]([CH2:15][O:16][c:17]2[cH:18][c:19]([NH2:22])[nH:20][n:21]2)[cH:10][c:11]([O:13][CH3:14])[cH:12]1.[ClH:23]>>[CH3:5][O:6][c:7]1[cH:8][c:9]([CH2:15][O:16][c:17]2[cH:18][c:19]([NH:22][C:37]([c:35]3[cH:34][cH:33][c:32]([N:29]4[CH2:28][CH2:27][N:26]([CH2:24][CH3:25])[CH2:31][CH2:30]4)[s:36]3)=[O:38])[nH:20][n:21]2)[cH:10][c:11]([O:13][CH3:14])[cH:12]1.